Dataset: the Open Reaction Database (ORD), a public repository of structured organic reaction records. Task: describe an organic reaction: reactants, conditions, products, and yield As a reaction SMILES: C(ON=O)(C)(C)C.[CH2:8]([O:10][C:11]([C:13]1[CH:17]=[C:16]([C:18]2[CH:23]=[CH:22][CH:21]=[CH:20][CH:19]=2)[S:15][C:14]=1[NH2:24])=[O:12])[CH3:9]>[Cu](Cl)Cl>[CH2:8]([O:10][C:11]([C:13]1[CH:17]=[C:16]([C:18]2[CH:23]=[CH:22][CH:21]=[CH:20][CH:19]=2)[S:15][C:14]=1[NH2:24])=[O:12])[CH3:9].[CH2:8]([O:10][C:11]([C:13]1[CH:17]=[C:16]([C:18]2[CH:23]=[CH:22][CH:21]=[CH:20][CH:19]=2)[S:15][CH:14]=1)=[O:12])[CH3:9]. Yield: 212.1%. The solvent is IMS. Procedure: 2-Amino-5-phenyl thiophene-3-carboxylic ethyl ester was prepared according to the method described by Hwang et al., 2001. t-Butylnitrite (1.6 mL, 13.3 mmol) and anhydrous copper (II) chloride (25 mmol) were dissolved in IMS (100 mL). To this was added 2-amino-5-phenyl-thiophene-3-carboxylic acid ethyl ester (6.9 mmol) in one portion and the reaction was stirred for 1 hour. The reaction was quenched with saturated aqueous ammonium chloride (2 mL) and the solvent evaporated. The resulting slurry w... Starting materials: C(C)(C)(C)ON=O (t-Butylnitrite), C(C)OC(=O)C1=C(SC(=C1)C1=CC=CC=C1)N (2-amino-5-phenyl-thiophene-3-carboxylic acid ethyl ester). Conditions: time 1 hour. Reagents/catalysts: [Cu](Cl)Cl (copper (II) chloride). Yields the product C(C)OC(=O)C1=C(SC(=C1)C1=CC=CC=C1)N (2-Amino-5-phenyl thiophene-3-carboxylic ethyl ester), C(C)OC(=O)C1=CSC(=C1)C1=CC=CC=C1 (5-Phenyl-thiophene-3-carboxylic acid ethyl ester). Reactants: CCOC(=O)c1cnn(C)c1OCc1ccccc1, C1CCOC1, CO, [Li+], [OH-], O, O. The product is Cn1ncc(C(=O)O)c1OCc1ccccc1. As a reaction SMILES: [CH2:1]([c:2]1[cH:3][cH:4][cH:5][cH:6][cH:7]1)[O:8][c:9]1[c:10]([C:15](=[O:16])[O:17][CH2:18][CH3:19])[cH:11][n:12][n:13]1[CH3:14].[CH2:24]1[O:25][CH2:26][CH2:27][CH2:28]1.[CH3:29][OH:30].[Li+:21].[OH-:20].[OH2:22].[OH2:23]>>[CH2:1]([c:2]1[cH:3][cH:4][cH:5][cH:6][cH:7]1)[O:8][c:9]1[c:10]([C:15](=[O:16])[OH:17])[cH:11][n:12][n:13]1[CH3:14]. Starting materials: CC(C)(C)OC(=O)N1CCOc2c(cccc2C2=CCCCC2)C1, CO. The product is CC(C)(C)OC(=O)N1CCOc2c(cccc2C2CCCCC2)C1. As a reaction SMILES: [C:1]1([c:7]2[cH:8][cH:9][cH:10][c:11]3[c:17]2[O:16][CH2:15][CH2:14][N:13]([C:18](=[O:19])[O:20][C:21]([CH3:22])([CH3:23])[CH3:24])[CH2:12]3)=[CH:2][CH2:3][CH2:4][CH2:5][CH2:6]1.[CH3:25][OH:26]>>[CH:1]1([c:7]2[cH:8][cH:9][cH:10][c:11]3[c:17]2[O:16][CH2:15][CH2:14][N:13]([C:18](=[O:19])[O:20][C:21]([CH3:22])([CH3:23])[CH3:24])[CH2:12]3)[CH2:2][CH2:3][CH2:4][CH2:5][CH2:6]1. Reactants: 3-Amino-1,2-benzisothiazoles, N-acyl-3-amino-1,2-benzisothiazoles, hydrazide, NC(=O)OCC (urethane), thionaphthene-2,3, N (ammonia), [N-]=[N+]=[N-] (azide), OO (hydrogen peroxide), thionaphthene-2,3, benzisothiazoles, NO (hydroxylamine), C(N)(=O)C1=NSC2=C1C=CC=C2 (3-carbamyl-1,2-benzisothiazole). Product: NC1=NSC2=C1C=CC=C2 (3-amino-benzisothiazole). Reaction SMILES: NO.C([C:6]1[C:10]2[CH:11]=[CH:12][CH:13]=[CH:14][C:9]=2[S:8][N:7]=1)(=O)N.N.OO.[N-:18]=[N+]=[N-].NC(OCC)=O>>[NH2:18][C:6]1[C:10]2[CH:11]=[CH:12][CH:13]=[CH:14][C:9]=2[S:8][N:7]=1. Procedure: 3-Amino-1,2-benzisothiazoles have hitherto been manufactured by other methods, since they differ in structure from the above benzisothiazoles. U.S. pat. No. 3,692,795 described a reaction of compounds of the formula ##STR1## with hydroxylamine in the presence of organic solvents at an elevated temperature, followed by hydrolysis of the resulting N-acyl-3-amino-1,2-benzisothiazoles in the presence of excess acid at the reflux temperature, treatment of the reaction mixture with alkali and extracti... Reported procedure: The title compound, colorless oil, MS: m/e=428.5 (M+H+) and [α]D°=−67.7° (c=0.2955 in chloroform), was prepared in accordance with the general method of example 82b from (2R,5S)-2-(3-chloro-propyl)-5-(4-fluoro-phenyl)-1-(toluene-4-sulfonyl)-pyrrolidine and 1H-pyrazole. The product is FC1=CC=C(C=C1)[C@@H]1CC[C@@H](N1S(=O)(=O)C1=CC=C(C=C1)C)CCCN1N=CC=C1 ((2S,5S)-1-{3-[5-(4-Fluoro-phenyl)-1-(toluene-4-sulfonyl)-pyrrolidin-2-yl]-propyl}-1H-pyrazole). Reactants: ClCCC[C@@H]1N([C@@H](CC1)C1=CC=C(C=C1)F)S(=O)(=O)C1=CC=C(C=C1)C ((2R,5S)-2-(3-chloro-propyl)-5-(4-fluoro-phenyl)-1-(toluene-4-sulfonyl)-pyrrolidine), N1N=CC=C1 (1H-pyrazole). Solvent: C(Cl)(Cl)Cl (chloroform). As a reaction SMILES: Cl[CH2:2][CH2:3][CH2:4][C@H:5]1[CH2:9][CH2:8][C@@H:7]([C:10]2[CH:15]=[CH:14][C:13]([F:16])=[CH:12][CH:11]=2)[N:6]1[S:17]([C:20]1[CH:25]=[CH:24][C:23]([CH3:26])=[CH:22][CH:21]=1)(=[O:19])=[O:18].[NH:27]1[CH:31]=[CH:30][CH:29]=[N:28]1>C(Cl)(Cl)Cl>[F:16][C:13]1[CH:14]=[CH:15][C:10]([C@H:7]2[N:6]([S:17]([C:20]3[CH:25]=[CH:24][C:23]([CH3:26])=[CH:22][CH:21]=3)(=[O:19])=[O:18])[C@@H:5]([CH2:4][CH2:3][CH2:2][N:27]3[CH:31]=[CH:30][CH:29]=[N:28]3)[CH2:9][CH2:8]2)=[CH:11][CH:12]=1. Reactants: ClC1=CC=NC2=NC=CC=C12 (4-Chloro-[1,8]naphthyridine), NC1=C(C=CC(=C1)OCC1=CC(=CC=C1)Cl)SC1=CC=C(C=C1)O (4-[2-Amino-4-(3-chloro-benzyloxy)-phenylsulfanyl]-phenol). Product: ClC=1C=C(COC2=CC(=C(C=C2)SC2=CC=C(C=C2)O)NC2=CC=NC3=NC=CC=C23)C=CC1 (4-[4-(3-Chloro-benzyloxy)-2-([1,8]naphthyridin-4-ylamino)-phenylsulfanyl]-phenol). As a reaction SMILES: Cl[C:2]1[C:11]2[C:6](=[N:7][CH:8]=[CH:9][CH:10]=2)[N:5]=[CH:4][CH:3]=1.[NH2:12][C:13]1[CH:18]=[C:17]([O:19][CH2:20][C:21]2[CH:26]=[CH:25][CH:24]=[C:23]([Cl:27])[CH:22]=2)[CH:16]=[CH:15][C:14]=1[S:28][C:29]1[CH:34]=[CH:33][C:32]([OH:35])=[CH:31][CH:30]=1>>[Cl:27][C:23]1[CH:22]=[C:21]([CH:26]=[CH:25][CH:24]=1)[CH2:20][O:19][C:17]1[CH:16]=[CH:15][C:14]([S:28][C:29]2[CH:34]=[CH:33][C:32]([OH:35])=[CH:31][CH:30]=2)=[C:13]([NH:12][C:2]2[C:11]3[C:6](=[N:7][CH:8]=[CH:9][CH:10]=3)[N:5]=[CH:4][CH:3]=2)[CH:18]=1. Procedure: The product from Example 16c (50 mg, 0.30 mmol) was reacted with the product from Example 144a (107 mg, 0.30 mmol) for 18 h following the procedure from Example 1g giving the crude title compound which was purified by HPLC with TFA providing the product as a trifluoroacetic acid (109 mg, 60%). 1H NMR (300 MHz, DMSO-d6) δ ppm: 2.77 (s, 3H) 5.16 (s, 2H) 6.25 (d, J=6.98 Hz, 1H) 6.66 (d, J=8.83 Hz, 2H) 7.07-7.25 (m, J=8.46 Hz, 5H) 7.38-7.53 (m, 3H) 7.80 (d, J=8.45 Hz, 1H) 8.40 (d, J=6.99 Hz, 1H) 8.9... The reactants are BrC=1C=C2C(=C(C=NC2=CC1)C(=O)C1CC1)Cl ((6-bromo-4-chloroquinolin-3-yl)(cyclopropyl)methanone), N[C@@H]1CC[C@H](CC1)NC(OC(C)(C)C)=O (tert-butyl trans-4-aminocyclohexylcarbamate). Product: BrC=1C=C2C(=C(C=NC2=CC1)C(=O)C1CC1)N[C@@H]1CC[C@H](CC1)NC(OC(C)(C)C)=O (tert-Butyl trans-4-[6-bromo-3-(cyclopropanecarbonyl)quinolin-4-ylamino]cyclohexylcarbamate). The yield is 57.5%. RXN SMILES: [Br:1][C:2]1[CH:3]=[C:4]2[C:9](=[CH:10][CH:11]=1)[N:8]=[CH:7][C:6]([C:12]([CH:14]1[CH2:16][CH2:15]1)=[O:13])=[C:5]2Cl.[NH2:18][C@H:19]1[CH2:24][CH2:23][C@H:22]([NH:25][C:26](=[O:32])[O:27][C:28]([CH3:31])([CH3:30])[CH3:29])[CH2:21][CH2:20]1>>[Br:1][C:2]1[CH:3]=[C:4]2[C:9](=[CH:10][CH:11]=1)[N:8]=[CH:7][C:6]([C:12]([CH:14]1[CH2:16][CH2:15]1)=[O:13])=[C:5]2[NH:18][C@H:19]1[CH2:24][CH2:23][C@H:22]([NH:25][C:26](=[O:32])[O:27][C:28]([CH3:30])([CH3:29])[CH3:31])[CH2:21][CH2:20]1. Reported procedure: Following general procedure B, (6-bromo-4-chloroquinolin-3-yl)(cyclopropyl)methanone (581 mg, 1.87 mmol) was reacted with tert-butyl trans-4-aminocyclohexylcarbamate (865 mg, 4.00 mmol) to afford the desired product (525 mg, 56%): ESI MS m/z 488 [C24H30BrN3O3+H]+. Reactants: [H-].[Na+] (NaH), CC1=CC=C(C=C1)S(=O)(=O)C[N+]#[C-] (TosMIC), [H-].[Na+] (NaH), O (H2O), BrCCCCC1(CCCC1)C(=O)OCCCC (butyl 1-(4-bromo-butyl)-cyclopentanecarboxylate). The reagents and catalysts are [N+](CCCC)(CCCC)(CCCC)CCCC.[I-] (Bu4NI). Solvent: CS(=O)C (DMSO). Conditions: time 30 minute. Product: C(CCC)OC(=O)C1(CCCC1)CCCCC(CCCCC1(CCCC1)C(=O)OCCCC)(S(=O)(=O)C1=CC=C(C=C1)C)[N+]#[C-] (butyl 1-{9-[1-(butoxycarbonyl)cyclopentyl]-5-isocyano-5-[(4-methylphenyl)sulfonyl]nonyl}-1-cyclopentanecarboxylate). As a reaction SMILES: [H-].[Na+].[CH3:3][C:4]1[CH:9]=[CH:8][C:7]([S:10]([CH2:13][N+:14]#[C-:15])(=[O:12])=[O:11])=[CH:6][CH:5]=1.Br[CH2:17][CH2:18][CH2:19][CH2:20][C:21]1([C:26]([O:28][CH2:29][CH2:30][CH2:31][CH3:32])=[O:27])[CH2:25][CH2:24][CH2:23][CH2:22]1.[OH2:33]>[N+](CCCC)(CCCC)(CCCC)CCCC.[I-].CS(C)=O>[CH2:29]([O:28][C:26]([C:21]1([CH2:20][CH2:19][CH2:18][CH2:17][C:13]([N+:14]#[C-:15])([S:10]([C:7]2[CH:6]=[CH:5][C:4]([CH3:3])=[CH:9][CH:8]=2)(=[O:12])=[O:11])[CH2:17][CH2:18][CH2:19][CH2:20][C:21]2([C:26]([O:28][CH2:29][CH2:30][CH2:31][CH3:32])=[O:33])[CH2:25][CH2:24][CH2:23][CH2:22]2)[CH2:25][CH2:24][CH2:23][CH2:22]1)=[O:27])[CH2:30][CH2:31][CH3:32] |f:0.1,5.6|. Procedure details: Under a N2 atmosphere, NaH (60% (w/w) in mineral oil, 3.20 g, 80.0 mmol) was added portion wise to a solution of TosMIC (6.58 g, 33.0 mmol) and Bu4NI (1.31 g, 3.55 mmol) in dry DMSO (100 mL) while stirring vigorously and cooling with a water bath. After 30 min, butyl 1-(4-bromo-butyl)-cyclopentanecarboxylate (21.59 g, 67.2 mmol) was added drop wise to the mixture in 20 min and after 1 h of stirring, another portion of NaH (60% (w/w) in mineral oil, 0.56 g, 14 mmol) was added. After 20 min, H2O (...